describe an organic reaction: reactants, conditions, products, and yield From a dataset of the Open Reaction Database (ORD), a public repository of structured organic reaction records. The reactants are NC=O, N#Cc1c(F)cccc1F. The product is N#Cc1c(N)cccc1F. As a reaction SMILES: [CH:11](=[O:12])[NH2:13].[F:1][c:2]1[c:3]([C:4]#[N:5])[c:6]([F:10])[cH:7][cH:8][cH:9]1>>[F:1][c:2]1[c:3]([C:4]#[N:5])[c:6]([NH2:13])[cH:7][cH:8][cH:9]1.